The task is: describe an organic reaction: reactants, conditions, products, and yield. This data is from the Open Reaction Database (ORD), a public repository of structured organic reaction records. Reactants: CC(C)(C)C(=O)Oc1cccc2ncccc12 (substrate), c2ccc1ocnc1c2 (effective_coupling_partner). Reagents/catalysts: dcype. Run at temperature 120 celsius, time 12 hour. The product is c4ccc3oc(c1cccc2ncccc12)nc3c4.